Dataset: the Open Reaction Database (ORD), a public repository of structured organic reaction records. Task: describe an organic reaction: reactants, conditions, products, and yield Starting materials: ClCCCl, CCN(C(C)C)C(C)C, Cc1[nH]c(C(=O)NC2CCN(c3ccnc(S(C)=O)n3)CC2)c(Cl)c1Cl, Cl, NC(=O)c1cc(Cl)nc(N2CCC(N)CC2)c1, CN(C)C=O. Product: Cc1[nH]c(C(=O)NC2CCN(c3cc(C(N)=O)cc(Cl)n3)CC2)c(Cl)c1Cl. RXN SMILES: [CH2:10]([Cl:11])[CH2:12][Cl:13].[CH:1]([N:2]([CH:3]([CH3:4])[CH3:5])[CH2:6][CH3:7])([CH3:8])[CH3:9].[Cl:14][c:15]1[c:16]([C:22](=[O:23])[NH:24][CH:25]2[CH2:26][CH2:27][N:28]([c:29]3[cH:30][cH:31][n:32][c:33]([S:34]([CH3:35])=[O:36])[n:37]3)[CH2:38][CH2:39]2)[nH:17][c:18]([CH3:21])[c:19]1[Cl:20].[ClH:40].[NH2:41][CH:42]1[CH2:43][CH2:44][N:45]([c:48]2[cH:49][c:50]([C:51](=[O:52])[NH2:53])[cH:54][c:55]([Cl:57])[n:56]2)[CH2:46][CH2:47]1.[O:58]=[CH:59][N:60]([CH3:61])[CH3:62]>>[Cl:14][c:15]1[c:16]([C:22](=[O:23])[NH:41][CH:42]2[CH2:43][CH2:44][N:45]([c:48]3[cH:49][c:50]([C:51](=[O:52])[NH2:53])[cH:54][c:55]([Cl:57])[n:56]3)[CH2:46][CH2:47]2)[nH:17][c:18]([CH3:21])[c:19]1[Cl:20]. Reactants: C=Cc1cc(C)ccc1N1CCNCC1, O=C(Cl)c1ccc(I)cc1, [Na+], C1CCOC1, [OH-]. Product: C=Cc1cc(C)ccc1N1CCN(C(=O)c2ccc(I)cc2)CC1. RXN SMILES: [CH3:1][c:2]1[cH:3][c:4]([CH:14]=[CH2:15])[c:5]([N:8]2[CH2:9][CH2:10][NH:11][CH2:12][CH2:13]2)[cH:6][cH:7]1.[I:16][c:17]1[cH:18][cH:19][c:20]([C:21](=[O:22])[Cl:23])[cH:24][cH:25]1.[Na+:27].[O:28]1[CH2:29][CH2:30][CH2:31][CH2:32]1.[OH-:26]>>[CH3:1][c:2]1[cH:3][c:4]([CH:14]=[CH2:15])[c:5]([N:8]2[CH2:9][CH2:10][N:11]([C:21]([c:20]3[cH:19][cH:18][c:17]([I:16])[cH:25][cH:24]3)=[O:22])[CH2:12][CH2:13]2)[cH:6][cH:7]1. The reactants are CN(C)C=O (DMF), ICC1=C(C=CC2=C(C(=CC=C12)OCCCCCC)CI)OCCCCCC (1,5-bis(iodomethyl)-2,6-dihexyloxynaphthalene), [C-]#N.[Na+] (sodium cyanide), O (Water). Yields the product C(CCCCC)OC1=C(C=2C=CC(=C(C2C=C1)CC#N)OCCCCCC)CC#N (2,6-dihexyloxy-1,5-naphthalenediacetonitrile). Run at temperature -4 celsius. Reported procedure: A mixture of 1,5-bis(iodomethyl)-2,6-dihexyloxynaphthalene (0.50 g, 0.83 mmol) and sodium cyanide (0.16 1.74 mmol) was stirred in DMF (50 ml) at 55° C. for 1 g, h. Water (50 ml) was added to the cooled mixture and the resulting precipitate was filtered, washed with water and dried. It was redissolved in a minimum of dichloromethane, hexane (40 ml) was added, and the solution was cooled to -4° C. overnight. The product was filtered to yield (14) (0.21 g, 63%), m.p. 135°-6° C.; 1H NMR (250.1 MHz, ... RXN SMILES: I[CH2:2][C:3]1[C:12]2[C:7](=[C:8]([CH2:20]I)[C:9]([O:13][CH2:14][CH2:15][CH2:16][CH2:17][CH2:18][CH3:19])=[CH:10][CH:11]=2)[CH:6]=[CH:5][C:4]=1[O:22][CH2:23][CH2:24][CH2:25][CH2:26][CH2:27][CH3:28].[C-:29]#[N:30].[Na+].O.C[N:34]([CH:36]=O)C>>[CH2:14]([O:13][C:9]1[CH:10]=[CH:11][C:12]2[C:3]([CH2:2][C:29]#[N:30])=[C:4]([O:22][CH2:23][CH2:24][CH2:25][CH2:26][CH2:27][CH3:28])[CH:5]=[CH:6][C:7]=2[C:8]=1[CH2:20][C:36]#[N:34])[CH2:15][CH2:16][CH2:17][CH2:18][CH3:19] |f:1.2|. Yield: 63.0%. Reactants: C(#N)C1=CC=C(C=C1)C#CC(=O)OCC (ethyl 3-(4-cyanophenyl)propiolate), CC(C)C[AlH]CC(C)C (DIBAL). The solvent is ClCCl (dichloromethane), C1(=CC=CC=C1)C (toluene). Yields the product O=CC#CC1=CC=C(C#N)C=C1 (4-(3-oxoprop-1-ynyl)benzonitrile). The yield is 36.6%. RXN SMILES: [C:1]([C:3]1[CH:8]=[CH:7][C:6]([C:9]#[C:10][C:11](OCC)=[O:12])=[CH:5][CH:4]=1)#[N:2].CC(C[AlH]CC(C)C)C>ClCCl.C1(C)C=CC=CC=1>[O:12]=[CH:11][C:10]#[C:9][C:6]1[CH:5]=[CH:4][C:3]([C:1]#[N:2])=[CH:8][CH:7]=1. Procedure details: To a solution of ethyl 3-(4-cyanophenyl)propiolate (2.2 g, 11.04 mmol, 1.00 equiv) in dichloromethane (10 mL) maintained under nitrogen at −65° C. was added a 25% DIBAL (22 mL, 2.00 equiv) solution in toluene dropwise with stirring. The resulting solution was stirred at −65° C. for 2 h and then quenched by the addition of 5 mL of saturated sodium potassium tartrate solution. The solid material was removed by filtration. The filtrate was extracted with 3×30 mL of dichloromethane. The combined org... The reactants are BrC=1SC(=C(N1)C(=O)OC)C (methyl 2-bromo-5-methyl-1,3-thiazole-4-carboxylate), ClC=1C=C(C=CC1)OB(O)O (3-chlorophenylboric acid), tetrakistriphenyl phosphine, C([O-])([O-])=O.[K+].[K+] (potassium carbonate). Yields the product CC=1C=C(C=CC1)C=1SC(=C(N1)C(=O)OC)C (methyl 2-(3-methylphenyl)-5-methyl-1,3-thiazole-4-carboxylate). Solvent: C1(=CC=CC=C1)C (toluene). Reported procedure: 0.3 g of methyl 2-bromo-5-methyl-1,3-thiazole-4-carboxylate and 0.2 g of 3-chlorophenylboric acid were dissolved in toluene, and 0.15 g of tetrakistriphenyl phosphine and 0.7 g of potassium carbonate were added. The reaction solution was heated under reflux for 4 hours in a nitrogen atmosphere. The reaction solution was cooled, filtered through Celite and evapoarated. The residue was purified by silica gel column chromatography, to give 0.2 g of methyl 2-(3-methylphenyl)-5-methyl-1,3-thiazole-4-... Yield: 69.7%. RXN SMILES: Br[C:2]1[S:3][C:4]([CH3:11])=[C:5]([C:7]([O:9][CH3:10])=[O:8])[N:6]=1.Cl[C:13]1[CH:14]=[C:15](OB(O)O)[CH:16]=[CH:17][CH:18]=1.[C:23](=O)([O-])[O-].[K+].[K+]>C1(C)C=CC=CC=1>[CH3:23][C:13]1[CH:14]=[C:15]([C:2]2[S:3][C:4]([CH3:11])=[C:5]([C:7]([O:9][CH3:10])=[O:8])[N:6]=2)[CH:16]=[CH:17][CH:18]=1 |f:2.3.4|. The reactants are Cc1ccc(S(=O)(=O)Cl)cc1, COc1ccc(C(=O)Nc2ccccc2)cc1N. The product is COc1ccc(C(=O)Nc2ccccc2)cc1NS(=O)(=O)c1ccc(C)cc1. RXN SMILES: [CH3:1][c:2]1[cH:3][cH:4][c:5]([S:8](=[O:9])(=[O:10])[Cl:11])[cH:6][cH:7]1.[NH2:12][c:13]1[cH:14][c:15]([C:16](=[O:17])[NH:18][c:19]2[cH:20][cH:21][cH:22][cH:23][cH:24]2)[cH:25][cH:26][c:27]1[O:28][CH3:29]>>[CH3:1][c:2]1[cH:3][cH:4][c:5]([S:8](=[O:9])(=[O:10])[NH:12][c:13]2[cH:14][c:15]([C:16](=[O:17])[NH:18][c:19]3[cH:20][cH:21][cH:22][cH:23][cH:24]3)[cH:25][cH:26][c:27]2[O:28][CH3:29])[cH:6][cH:7]1. Starting materials: [H-].[Na+] (Sodium hydride), P(=O)(O)(O)[O-].[K+] (potassium dihydrogen phosphate), [H-].[Na+] (sodium hydride), ClCCCC#C (5-chloropentyne), FC(C(=O)N)(F)F (trifluoroacetamide), [I-].[Na+] (sodium iodide). Solvent: O (water), CN(C=O)C (dimethylformamide). Reaction conditions: time 21 hour. Yields the product FC(C(=O)NCCCC#C)(F)F (5-trifluoroacetamido-1-pentyne). The yield is 45.2%. Reaction SMILES: [H-].[Na+].Cl[CH2:4][CH2:5][CH2:6][C:7]#[CH:8].[F:9][C:10]([F:15])([F:14])[C:11]([NH2:13])=[O:12].[I-].[Na+].P([O-])(O)(O)=O.[K+]>CN(C)C=O.O>[F:9][C:10]([F:15])([F:14])[C:11]([NH:13][CH2:4][CH2:5][CH2:6][C:7]#[CH:8])=[O:12] |f:0.1,4.5,6.7|. Procedure details: Sodium hydride (60% dispersion in oil, Alfa) was rendered oil-free by thoroughly and rapidly washing with pentane and then vacuum-drying. Oil-free sodium hydride (4.40 g, 0.110 mole, 1.1 eq) was added in about 20 portions over 25 min to a solution of 5-chloropentyne (10.6 mL, 0.100 mole, 1.0 eq), trifluoroacetamide (14.13 g, 0.125 mole, 1.25 eq), and sodium iodide (14.99 g, 0.100 mole, 1.0 eq) in dry dimethylformamide (250 mL, Aldrich). The reaction mixture was stirred at 25° for 4.5 h and at 60... The reactants are [Na+], CCOC(=O)CN1CC2(CCCCC2)N(c2ccccc2)CC1=O, O=C(O)CC1C(=O)NCC2(CCCCC2)N1c1ccccc1, C1CCOC1, [OH-]. Yields the product O=C(O)CN1CC2(CCCCC2)N(c2ccccc2)CC1=O. Reaction SMILES: [Na+:26].[O:1]=[C:2]1[CH2:3][N:4]([c:19]2[cH:20][cH:21][cH:22][cH:23][cH:24]2)[C:5]2([CH2:6][N:7]1[CH2:8][C:9](=[O:10])[O:11][CH2:12][CH3:13])[CH2:14][CH2:15][CH2:16][CH2:17][CH2:18]2.[O:27]=[C:28]1[NH:29][CH2:30][C:31]2([CH2:32][CH2:33][CH2:34][CH2:35][CH2:36]2)[N:37]([c:38]2[cH:39][cH:40][cH:41][cH:42][cH:43]2)[CH:44]1[CH2:45][C:46]([OH:47])=[O:48].[O:49]1[CH2:50][CH2:51][CH2:52][CH2:53]1.[OH-:25]>>[O:1]=[C:2]1[CH2:3][N:4]([c:19]2[cH:20][cH:21][cH:22][cH:23][cH:24]2)[C:5]2([CH2:6][N:7]1[CH2:8][C:9](=[O:10])[OH:11])[CH2:14][CH2:15][CH2:16][CH2:17][CH2:18]2.